Dataset: the Open Reaction Database (ORD), a public repository of structured organic reaction records. Task: describe an organic reaction: reactants, conditions, products, and yield Yield: 76.7%. Reaction SMILES: [Cl:1][C:2]1[CH:7]=[CH:6][N:5]=[C:4]2[NH:8][CH:9]=[CH:10][C:3]=12.[F:11][C:12]1[CH:19]=[CH:18][C:15]([CH2:16]Br)=[CH:14][CH:13]=1.[H-].[Na+].O>CN(C=O)C.CCOC(C)=O>[Cl:1][C:2]1[CH:7]=[CH:6][N:5]=[C:4]2[N:8]([CH2:16][C:15]3[CH:18]=[CH:19][C:12]([F:11])=[CH:13][CH:14]=3)[CH:9]=[CH:10][C:3]=12 |f:2.3|. Starting materials: O (water), ClC1=C2C(=NC=C1)NC=C2 (4-chloro-1H-pyrrolo[2,3-b]pyridine), FC1=CC=C(CBr)C=C1 (4-Fluorobenzylbromide), [H-].[Na+] (NaH). The product is ClC1=C2C(=NC=C1)N(C=C2)CC2=CC=C(C=C2)F (4-chloro-1-(4-fluorobenzyl)-1H-pyrrolo[2,3-b]pyridine). The solvent is CCOC(=O)C (EtOAc), CN(C)C=O (DMF). Procedure details: To 4-chloro-1H-pyrrolo[2,3-b]pyridine (300 mg, 2.00 mmol) in 5 ml DMF was added 4-Fluorobenzylbromide (0.27 ml, 2.2 mmol) then add NaH (80 mg, 2.0 mmol) and stir at room temperature overnight. Work up by adding water and EtOAc and extract three times with EtOAc. Pool all organics and wash one time with brine then dry over sodium sulfate, filter and concentrate to dryness. The residue was purified by chromatography over silica gel (eluted with Hexanes/EtOAc 99:1 to 50:50) to provide 400 mg (77%) ... Starting materials: Cl, COC(=O)C(CF)(CC(=O)O)N1C(=O)c2ccccc2C1=O, O=S(Cl)Cl, c1ccncc1, c1ccncc1. Yields the product COC(=O)C(CF)(CC(=O)Cl)N1C(=O)c2ccccc2C1=O. As a reaction SMILES: [ClH:33].[F:1][CH2:2][C:3]([C:4](=[O:5])[O:6][CH3:7])([CH2:8][C:9](=[O:10])[OH:11])[N:12]1[C:13](=[O:22])[c:14]2[c:15]([cH:18][cH:19][cH:20][cH:21]2)[C:16]1=[O:17].[S:29]([Cl:30])([Cl:31])=[O:32].[cH:23]1[cH:24][cH:25][n:26][cH:27][cH:28]1.[n:34]1[cH:35][cH:36][cH:37][cH:38][cH:39]1>>[F:1][CH2:2][C:3]([C:4](=[O:5])[O:6][CH3:7])([CH2:8][C:9](=[O:10])[Cl:31])[N:12]1[C:13](=[O:22])[c:14]2[c:15]([cH:18][cH:19][cH:20][cH:21]2)[C:16]1=[O:17]. The reactants are C=O, O=C1c2ccccc2-c2ccc(N3CC4CNCC4C3)cc21. Product: CN1CC2CN(c3ccc4c(c3)C(=O)c3ccccc3-4)CC2C1. RXN SMILES: [CH2:23]=[O:24].[CH:1]12[CH2:2][N:3]([c:9]3[cH:10][c:11]4[c:19]([cH:20][cH:21]3)-[c:18]3[c:13]([cH:14][cH:15][cH:16][cH:17]3)[C:12]4=[O:22])[CH2:4][CH:5]1[CH2:6][NH:7][CH2:8]2>>[CH:1]12[CH2:2][N:3]([c:9]3[cH:10][c:11]4[c:19]([cH:20][cH:21]3)-[c:18]3[c:13]([cH:14][cH:15][cH:16][cH:17]3)[C:12]4=[O:22])[CH2:4][CH:5]1[CH2:6][N:7]([CH3:23])[CH2:8]2. Starting materials: BrCCC1CCCC1, Cc1ccccc1, c1ccc(P(c2ccccc2)c2ccccc2)cc1. Product: [Br-], c1ccc([P+](CCC2CCCC2)(c2ccccc2)c2ccccc2)cc1. As a reaction SMILES: [Br:1][CH2:2][CH2:3][CH:4]1[CH2:5][CH2:6][CH2:7][CH2:8]1.[CH3:28][c:29]1[cH:30][cH:31][cH:32][cH:33][cH:34]1.[c:9]1([P:15]([c:16]2[cH:17][cH:18][cH:19][cH:20][cH:21]2)[c:22]2[cH:23][cH:24][cH:25][cH:26][cH:27]2)[cH:10][cH:11][cH:12][cH:13][cH:14]1>>[Br-:1].[CH2:2]([CH2:3][CH:4]1[CH2:5][CH2:6][CH2:7][CH2:8]1)[P+:15]([c:9]1[cH:10][cH:11][cH:12][cH:13][cH:14]1)([c:16]1[cH:17][cH:18][cH:19][cH:20][cH:21]1)[c:22]1[cH:23][cH:24][cH:25][cH:26][cH:27]1. The reactants are CC1(OCC(O1)CO)C (solketal), [N+](=[N-])=C1C(=NC2=CC=CC=C12)C(=O)OCC (ethyl 3-diazoindole-2-carboxylate). The reagents and catalysts are CC(=O)[O-].CC(=O)[O-].CC(=O)[O-].CC(=O)[O-].[Rh+2].[Rh+2] (Rhodium acetate dimer). Run in ClC(C)Cl (dichloroethane). Reaction conditions: temperature 85 celsius, time 3 hour. The product is CC1(OCC(O1)COC1=C(NC2=CC=CC=C12)C(=O)OCC)C (Ethyl 3-(2,2-dimethyl-1,3-dioxolane-4-ylmethoxy)indole-2-carboxylate). The yield is 97.0%. As a reaction SMILES: [CH3:1][C:2]1([CH3:9])[O:6][CH:5]([CH2:7][OH:8])[CH2:4][O:3]1.[N+](=[C:12]1[C:20]2[C:15](=[CH:16][CH:17]=[CH:18][CH:19]=2)[N:14]=[C:13]1[C:21]([O:23][CH2:24][CH3:25])=[O:22])=[N-]>ClC(Cl)C.CC([O-])=O.CC([O-])=O.CC([O-])=O.CC([O-])=O.[Rh+2].[Rh+2]>[CH3:1][C:2]1([CH3:9])[O:6][CH:5]([CH2:7][O:8][C:12]2[C:20]3[C:15](=[CH:16][CH:17]=[CH:18][CH:19]=3)[NH:14][C:13]=2[C:21]([O:23][CH2:24][CH3:25])=[O:22])[CH2:4][O:3]1 |f:3.4.5.6.7.8|. Reported procedure: Rhodium acetate dimer (30 mg) was added to a solution of solketal (0.87 ml) and ethyl 3-diazoindole-2-carboxylate (3 mg) in dichloroethane (10 ml), and stirred at 85° C. for 3 hours. The reaction was concentrated in vacuo and the residue purified by column chromatography using a gradient of 0% to 20% ethyl acetate:iso-hexane as eluent to afford the product as a pale yellow solid (435 mg, 97%); NMR d (CD3SOCD3) 1.27-1.38 (m, 9H), 3.88 (m, 1H), 4.11 (m, 3H), 4.30 (q, 2H), (m, 1H), 7.01 (t, 1H), 7.... The reactants are CN(C)C=O, Cn1c(S)nc(-c2ccnc(Cl)c2Cl)cc1=O, O=P(Cl)(Cl)Cl. Yields the product Cn1c(Cl)nc(-c2ccnc(Cl)c2Cl)cc1=O. Reaction SMILES: [CH3:23][N:24]([CH3:25])[CH:26]=[O:27].[Cl:6][c:7]1[n:8][cH:9][cH:10][c:11](-[c:14]2[cH:15][c:16](=[O:22])[n:17]([CH3:21])[c:18]([SH:20])[n:19]2)[c:12]1[Cl:13].[P:1]([Cl:2])([Cl:3])([Cl:4])=[O:5]>>[Cl:3][c:18]1[n:17]([CH3:21])[c:16](=[O:22])[cH:15][c:14](-[c:11]2[cH:10][cH:9][n:8][c:7]([Cl:6])[c:12]2[Cl:13])[n:19]1.